From a dataset of the Open Reaction Database (ORD), a public repository of structured organic reaction records. describe an organic reaction: reactants, conditions, products, and yield Reactants: CC(C)(C)OC(=O)N1CCNCC1, COc1cccc(-c2ccc3c(C(=O)O)c(OC)ccc3c2)c1. The product is COc1cccc(-c2ccc3c(C(=O)N4CCN(C(=O)OC(C)(C)C)CC4)c(OC)ccc3c2)c1. Reaction SMILES: [C:24](=[O:25])([O:26][C:27]([CH3:28])([CH3:29])[CH3:30])[N:31]1[CH2:32][CH2:33][NH:34][CH2:35][CH2:36]1.[CH3:1][O:2][c:3]1[c:4]([C:21](=[O:22])[OH:23])[c:5]2[cH:6][cH:7][c:8](-[c:13]3[cH:14][c:15]([O:19][CH3:20])[cH:16][cH:17][cH:18]3)[cH:9][c:10]2[cH:11][cH:12]1>>[CH3:1][O:2][c:3]1[c:4]([C:21](=[O:22])[N:34]2[CH2:33][CH2:32][N:31]([C:24](=[O:25])[O:26][C:27]([CH3:28])([CH3:29])[CH3:30])[CH2:36][CH2:35]2)[c:5]2[cH:6][cH:7][c:8](-[c:13]3[cH:14][c:15]([O:19][CH3:20])[cH:16][cH:17][cH:18]3)[cH:9][c:10]2[cH:11][cH:12]1. The reactants are C(C)C1=CC(=C(NC1=O)C)C1=CC=C(S1)C(=O)O (5-(5-ethyl-2-methyl-6-oxo-1,6-dihydro-pyridin-3-yl)-thiophene-2-carboxylic acid), CNC (dimethylamine). Yields the product CN(C(=O)C=1SC(=CC1)C1=C(NC(C(=C1)CC)=O)C)C (5-(5-Ethyl-2-methyl-6-oxo-1,6-dihydro-pyridin-3-yl)-thiophene-2-carboxylic acid dimethylamide). Yield: 77.0%. RXN SMILES: [CH2:1]([C:3]1[C:8](=[O:9])[NH:7][C:6]([CH3:10])=[C:5]([C:11]2[S:15][C:14]([C:16]([OH:18])=O)=[CH:13][CH:12]=2)[CH:4]=1)[CH3:2].[CH3:19][NH:20][CH3:21]>>[CH3:19][N:20]([CH3:21])[C:16]([C:14]1[S:15][C:11]([C:5]2[CH:4]=[C:3]([CH2:1][CH3:2])[C:8](=[O:9])[NH:7][C:6]=2[CH3:10])=[CH:12][CH:13]=1)=[O:18]. Procedure: Method 1, Example 205 is substantially repeated except for utilizing 5-(5-ethyl-2-methyl-6-oxo-1,6-dihydro-pyridin-3-yl)-thiophene-2-carboxylic acid and dimethylamine to afford the title compound (77% yield). LC/MS: RT 2.44 min; m/e 291 (M+H).